From a dataset of the Open Reaction Database (ORD), a public repository of structured organic reaction records. describe an organic reaction: reactants, conditions, products, and yield Starting materials: C(C)(C)NC(C)C (diisopropylamine), [Li]CCCC (BuLi), BrC1=C(C=CC(=C1)CC)F (2-bromo-4-ethyl-1-fluorobenzene), CN(C)C=O (DMF). The solvent is C1CCOC1 (THF), C1CCOC1 (THF). Reaction conditions: temperature -10 celsius, time 10 minute. The product is BrC=1C(=C(C=O)C=C(C1)CC)F (3-bromo-5-ethyl-2-fluorobenzaldehyde). Reaction SMILES: C(NC(C)C)(C)C.[Li]CCCC.[Br:13][C:14]1[CH:19]=[C:18]([CH2:20][CH3:21])[CH:17]=[CH:16][C:15]=1[F:22].CN([CH:26]=[O:27])C>C1COCC1>[Br:13][C:14]1[C:15]([F:22])=[C:16]([CH:17]=[C:18]([CH2:20][CH3:21])[CH:19]=1)[CH:26]=[O:27]. Procedure details: To a solution of diisopropylamine (0.449 mL, 3.20 mmol) in 10 mL THF at −15° C., was added BuLi (1.6M, 1.85 mL, 2.95 mmol). The mixture was stirred 10 min at −10° C., then was cooled to −78° C. A solution of 2-bromo-4-ethyl-1-fluorobenzene (228.1) in 2 mL THF was added, then the mixture was stirred at −70° C. for 25 min. DMF (0.381 mL, 4.92 mmol) was added, then the reaction was removed from the cooling bath and stirred 30 min. The reaction was quenched with sat. NH4Cl, then was diluted with EtO... The reactants are COc1ccc2c(c1)CCC1C2CCC2(C)C(=O)C(=CN(C)C)CC12, Cc1ccccc1, Cl, [Li]C, O. Yields the product CC=C1CC2C3CCc4cc(OC)ccc4C3CCC2(C)C1=O. As a reaction SMILES: [CH3:1][N:2]([CH3:3])[CH:4]=[C:5]1[C:6](=[O:25])[C:7]2([CH3:8])[CH:9]([CH2:10]1)[CH:11]1[CH2:12][CH2:13][c:14]3[cH:15][c:16]([O:23][CH3:24])[cH:17][cH:18][c:19]3[CH:20]1[CH2:21][CH2:22]2.[CH3:26][c:27]1[cH:28][cH:29][cH:30][cH:31][cH:32]1.[ClH:35].[Li:33][CH3:34].[OH2:36]>>[CH:4](=[C:5]1[C:6](=[O:25])[C:7]2([CH3:8])[CH:9]([CH2:10]1)[CH:11]1[CH2:12][CH2:13][c:14]3[cH:15][c:16]([O:23][CH3:24])[cH:17][cH:18][c:19]3[CH:20]1[CH2:21][CH2:22]2)[CH3:26]. Starting materials: CC1=C(C=CC(=C1)[N+](=O)[O-])N=C=S (2-Methyl-4-nitrophenyl isothiocyanate), C(C)C(CN)CC (2-ethyl-1-butylamine), ClCC(=O)O (chloroacetic acid). The product is CC1=C(C=CC(=C1)[N+](=O)[O-])N=C1SCC(N1CC(CC)CC)=O (2-(2-methyl-4-nitrophenylimino)-3-(2-ethyl-1-butyl)-1,3-thiazolidin4-one). As a reaction SMILES: [CH3:1][C:2]1[CH:7]=[C:6]([N+:8]([O-:10])=[O:9])[CH:5]=[CH:4][C:3]=1[N:11]=[C:12]=[S:13].[CH2:14]([CH:16]([CH2:19][CH3:20])[CH2:17][NH2:18])[CH3:15].Cl[CH2:22][C:23](O)=[O:24]>>[CH3:1][C:2]1[CH:7]=[C:6]([N+:8]([O-:10])=[O:9])[CH:5]=[CH:4][C:3]=1[N:11]=[C:12]1[N:18]([CH2:17][CH:16]([CH2:19][CH3:20])[CH2:14][CH3:15])[C:23](=[O:24])[CH2:22][S:13]1. Reported procedure: 2-Methyl-4-nitrophenyl isothiocyanate was reacted with 2-ethyl-1-butylamine followed by chloroacetic acid according to Method C8a to afford 2-(2-methyl-4-nitrophenylimino)-3-(2-ethyl-1-butyl)-1,3-thiazolidin4-one. The reactants are CC(C)(C)[O-].[Na+] (NaOt-Bu), ClC1=NC=CC(=C1)OC1=C(C=C(C=C1)NC(OC(C)(C)C)=O)F (tert-Butyl 4-(2-chloropyridin-4-yloxy)-3-fluorophenylcarbamate), C(C1=CC=CC=C1)N (Benzylamine). Reagents/catalysts: C1=CC=C(C=C1)P([C-]2C=CC=C2)C3=CC=CC=C3.C1=CC=C(C=C1)P([C-]2C=CC=C2)C3=CC=CC=C3.[Fe+2] (dppf), C1=CC=C(C=C1)P([C-]2C=CC=C2)C3=CC=CC=C3.C1=CC=C(C=C1)P([C-]2C=CC=C2)C3=CC=CC=C3.[Fe+2] (dppf), Cl[Pd]Cl (PdCl2). Solvent: C1(=CC=CC=C1)C (toluene). Run at temperature 80 celsius, time 4 hour. Product: C(C)(C)(C)OC(NC1=CC(=C(C=C1)OC1=CC(=NC=C1)NCC1=CC=CC=C1)F)=O (tert-Butyl-4-(2-(benzylamino)pyridin-4-yloxy)-3-fluorophenylcarbamate). Isolated yield 16.6%. As a reaction SMILES: Cl[C:2]1[CH:7]=[C:6]([O:8][C:9]2[CH:14]=[CH:13][C:12]([NH:15][C:16](=[O:22])[O:17][C:18]([CH3:21])([CH3:20])[CH3:19])=[CH:11][C:10]=2[F:23])[CH:5]=[CH:4][N:3]=1.CC([O-])(C)C.[Na+].[CH2:30]([NH2:37])[C:31]1[CH:36]=[CH:35][CH:34]=[CH:33][CH:32]=1>C1(C)C=CC=CC=1.C1C=CC(P(C2C=CC=CC=2)[C-]2C=CC=C2)=CC=1.C1C=CC(P(C2C=CC=CC=2)[C-]2C=CC=C2)=CC=1.[Fe+2].Cl[Pd]Cl>[C:18]([O:17][C:16](=[O:22])[NH:15][C:12]1[CH:13]=[CH:14][C:9]([O:8][C:6]2[CH:5]=[CH:4][N:3]=[C:2]([NH:37][CH2:30][C:31]3[CH:36]=[CH:35][CH:34]=[CH:33][CH:32]=3)[CH:7]=2)=[C:10]([F:23])[CH:11]=1)([CH3:21])([CH3:20])[CH3:19] |f:1.2,5.6.7|. Reported procedure: tert-Butyl 4-(2-chloropyridin-4-yloxy)-3-fluorophenylcarbamate (0.100 g, 0.295 mmol, 1.0 eq) was added to a degassed solution of dppf.PdCl2 (Matrix Scientific, 0.011 g, 0.0148 mmol, 0.05 eq), dppf (0.012 g, 0.022 mmol, 0.075 eq), and NaOt-Bu (0.040 g, 0.414 mmol, 1.4 eq) in toluene at room temperature. Benzylamine (0.045 mL, 0.414 mmol, 1.4 eq) was added to the reaction mixture and the resulting solution was stirred at 80° C. for 4 h. The reaction mixture was cooled to room temperature, quenched... Starting materials: CC#N, O=Cc1ccc(Cl)cc1, [Mg+2], Nc1cccc2c1COC2=O, O=S(=O)([O-])[O-]. Yields the product O=C1OCc2c(N=Cc3ccc(Cl)cc3)cccc21. As a reaction SMILES: [CH3:27][C:28]#[N:29].[Cl:1][c:2]1[cH:3][cH:4][c:5]([CH:6]=[O:7])[cH:8][cH:9]1.[Mg+2:10].[NH2:16][c:17]1[c:18]2[c:22]([cH:23][cH:24][cH:25]1)[C:21](=[O:26])[O:20][CH2:19]2.[O-:11][S:12](=[O:13])(=[O:14])[O-:15]>>[Cl:1][c:2]1[cH:3][cH:4][c:5]([CH:6]=[N:16][c:17]2[c:18]3[c:22]([cH:23][cH:24][cH:25]2)[C:21](=[O:26])[O:20][CH2:19]3)[cH:8][cH:9]1. The reactants are CO, Cl, CC(O)CCN1CCC(Cc2ccc([N+](=O)[O-])cc2)CC1. The product is Cl, CC(O)CCN1CCC(Cc2ccc(N)cc2)CC1. Reaction SMILES: [CH3:23][OH:24].[ClH:1].[N+:2]([O-:3])(=[O:4])[c:5]1[cH:6][cH:7][c:8]([CH2:9][CH:10]2[CH2:11][CH2:12][N:13]([CH2:16][CH2:17][CH:18]([CH3:19])[OH:20])[CH2:14][CH2:15]2)[cH:21][cH:22]1>>[ClH:1].[NH2:2][c:5]1[cH:6][cH:7][c:8]([CH2:9][CH:10]2[CH2:11][CH2:12][N:13]([CH2:16][CH2:17][CH:18]([CH3:19])[OH:20])[CH2:14][CH2:15]2)[cH:21][cH:22]1. Reported procedure: According to Example 34, the compound (100 mg) produced in Example 37 was reacted with dimethylaminopropylchroride hydrochloride (54 mg) to obtain the title compound (105 mg; 100%). Reaction SMILES: [Br:1][C:2]1[CH:15]=[CH:14][C:13]2[S:12][C:11]3[C:6]4=[C:7]([C:17](=[O:27])[C:18]([CH2:20][C:21]5[CH:22]=[N:23][CH:24]=[CH:25][CH:26]=5)=[CH:19][N:5]4[C:4]=2[CH:3]=1)[CH:8]=[C:9]([OH:16])[CH:10]=3.Cl>>[Br:1][C:2]1[CH:15]=[CH:14][C:13]2[S:12][C:11]3[C:6]4=[C:7]([C:17](=[O:27])[C:18]([CH2:20][C:21]5[CH:22]=[N:23][CH:24]=[CH:25][CH:26]=5)=[CH:19][N:5]4[C:4]=2[CH:3]=1)[CH:8]=[C:9]([O:16][CH2:2][CH2:3][CH2:4][N:5]([CH3:19])[CH3:6])[CH:10]=3. The product is BrC1=CC=2N3C4=C(C=C(C=C4SC2C=C1)OCCCN(C)C)C(C(=C3)CC=3C=NC=CC3)=O (10-bromo-5-(3-dimethylaminopropyloxy) -2-(3-pyridylmethyl)-3H-pyrido[3,2,1-kl]phenothiazin-3-one). Yield: 175.8%. Starting materials: BrC1=CC=2N3C4=C(C=C(C=C4SC2C=C1)O)C(C(=C3)CC=3C=NC=CC3)=O (10-bromo-5-hydroxy-2-(3-pyridylmethyl)-3H-pyrido[3,2,1-kl]phenothiazin-3-one), Cl (hydrochloride). The reactants are C1(=CC=CC=C1)OC(NC1CCC(CC1)NC(=O)OC(C)(C)C)=O ((4-tert-Butoxycarbonylamino-cyclohexyl)-carbamic acid phenyl ester), C(C)(C)(C)OC(N[C@H]1CNCC1)=O ((R)-pyrrolidin-3-yl-carbamic acid tert-butyl ester). The solvent is CN1CCCC1=O (NMP). Run at temperature 100 celsius. Yields the product C(C)(C)(C)OC(N[C@H]1CN(CC1)C(NC1CCC(CC1)NC(=O)OC(C)(C)C)=O)=O ([(R)-1-(4-tert-Butoxycarbonylamino-cyclohexylcarbamoyl)-pyrrolidin-3-yl]-carbamic acid tert-butyl ester). RXN SMILES: C1(O[C:8](=[O:24])[NH:9][CH:10]2[CH2:15][CH2:14][CH:13]([NH:16][C:17]([O:19][C:20]([CH3:23])([CH3:22])[CH3:21])=[O:18])[CH2:12][CH2:11]2)C=CC=CC=1.[C:25]([O:29][C:30](=[O:37])[NH:31][C@@H:32]1[CH2:36][CH2:35][NH:34][CH2:33]1)([CH3:28])([CH3:27])[CH3:26]>CN1C(=O)CCC1>[C:25]([O:29][C:30](=[O:37])[NH:31][C@@H:32]1[CH2:36][CH2:35][N:34]([C:8](=[O:24])[NH:9][CH:10]2[CH2:11][CH2:12][CH:13]([NH:16][C:17]([O:19][C:20]([CH3:21])([CH3:22])[CH3:23])=[O:18])[CH2:14][CH2:15]2)[CH2:33]1)([CH3:28])([CH3:26])[CH3:27]. Reported procedure: (4-tert-Butoxycarbonylamino-cyclohexyl)-carbamic acid phenyl ester (1 eq.) and (R)-pyrrolidin-3-yl-carbamic acid tert-butyl ester (1 eq.) are dissolved in NMP and heated at 100° C. for 1 hour. Reactants: resultant solution, C(C(=O)Cl)(=O)Cl (oxalyl chloride), CN(C=O)C (dimethylformamide), FC(CCC(=O)O)(F)F (4,4,4-trifluorobutyric acid). Run in CCCCC (pentane). Yields the product FC(CCC(=O)Cl)(F)F (4,4,4-trifluorobutyryl chloride). The yield is 76.0%. As a reaction SMILES: [C:1](Cl)(=O)[C:2]([Cl:4])=[O:3].CN(C)C=O.[F:12][C:13]([F:20])([F:19])[CH2:14]CC(O)=O>CCCCC>[F:12][C:13]([F:20])([F:19])[CH2:14][CH2:1][C:2]([Cl:4])=[O:3]. Procedure: 101 ml of oxalyl chloride and 0.1 ml of dimethylformamide was added to a solution of thus obtained 131 g of the 4,4,4-trifluorobutyric acid in 1 liter of pentane, and the resultant solution was refluxed for three hours. Then the reaction solution was distilled to yield 112 g of 4,4,4-trifluorobutyryl chloride in a yield of 76%. (b.p. 103° C./760 mmHg)